describe an organic reaction: reactants, conditions, products, and yield From a dataset of the Open Reaction Database (ORD), a public repository of structured organic reaction records. Reactants: C(C)OC(C(=O)NNC(=O)C1=C(C=NC=C1)NC1=C(C=C(C=C1)I)F)=O ({N′-[3-(2-Fluoro-4-iodo-phenylamino)-pyridine-4-carbonyl]-hydrazino}-oxo-acetic acid ethyl ester), N1=CC=CC=C1 (pyridine), S(=O)(Cl)Cl (thionyl dichloride), CCOC(=O)C (EtOAc). Solvent: C(Cl)Cl (DCM). Reaction conditions: temperature 0 celsius, time 2 hour. The product is C(C)OC(=O)C=1OC(=NN1)C1=C(C=NC=C1)NC1=C(C=C(C=C1)I)F (5-[3-(2-Fluoro-4-iodo-phenylamino)-pyridin-4-yl]-[1,3,4]oxadiazole-2-carboxylic acid ethyl ester). The yield is 40.9%. Reaction SMILES: [CH2:1]([O:3][C:4](=[O:26])[C:5]([NH:7][NH:8][C:9]([C:11]1[CH:16]=[CH:15][N:14]=[CH:13][C:12]=1[NH:17][C:18]1[CH:23]=[CH:22][C:21]([I:24])=[CH:20][C:19]=1[F:25])=[O:10])=O)[CH3:2].N1C=CC=CC=1.S(Cl)(Cl)=O.CCOC(C)=O>C(Cl)Cl>[CH2:1]([O:3][C:4]([C:5]1[O:10][C:9]([C:11]2[CH:16]=[CH:15][N:14]=[CH:13][C:12]=2[NH:17][C:18]2[CH:23]=[CH:22][C:21]([I:24])=[CH:20][C:19]=2[F:25])=[N:8][N:7]=1)=[O:26])[CH3:2]. Procedure details: To a solution of {N′-[3-(2-Fluoro-4-iodo-phenylamino)-pyridine-4-carbonyl]-hydrazino}-oxo-acetic acid ethyl ester (1.27 g, 2.69 mmol, 1.0 eq.) in DCM (20 mL) containing pyridine (0.55 g, 6.99 mmol. 2.66 eq.) thionyl dichloride (0.26 mL, 3.5 mmol; 1.30 eq) was added at 0° C. The reaction mixture were stirred at 0° C. for 2 hrs. The solvent was evaporated, toluene was added and the reaction mixture was stirred at 110° C. for 6 hrs. Removal of the solvent resulted in a residue that was subjected to... Starting materials: NC1=CC(=C(OC=2C=CC(=C(C2)NC(CC2=CC(=CC=C2)C(F)(F)F)=O)F)C=C1)C#N (N-[5-(4-amino-2-cyanophenoxy)-2-fluorophenyl]-2-[3-(trifluoromethyl)phenyl]acetamide), [S-]C#N.[K+] (potassium thiocyanate), BrBr (bromine). Run in C(C)(=O)O (acetic acid), C(C)(=O)O (acetic acid), C(C)(=O)O (acetic acid). Conditions: time 10 minute. Yields the product NC=1SC2=C(N1)C=CC(=C2C#N)OC=2C=CC(=C(C2)NC(CC2=CC(=CC=C2)C(F)(F)F)=O)F (N-{5-[(2-amino-7-cyano-1,3-benzothiazol-6-yl)oxy]-2-fluorophenyl}-2-[3-(trifluoromethyl)phenyl]acetamide). The yield is 86.7%. RXN SMILES: [NH2:1][C:2]1[CH:29]=[CH:28][C:5]([O:6][C:7]2[CH:8]=[CH:9][C:10]([F:27])=[C:11]([NH:13][C:14](=[O:26])[CH2:15][C:16]3[CH:21]=[CH:20][CH:19]=[C:18]([C:22]([F:25])([F:24])[F:23])[CH:17]=3)[CH:12]=2)=[C:4]([C:30]#[N:31])[CH:3]=1.[S-:32][C:33]#[N:34].[K+].BrBr>C(O)(=O)C>[NH2:34][C:33]1[S:32][C:3]2[C:4]([C:30]#[N:31])=[C:5]([O:6][C:7]3[CH:8]=[CH:9][C:10]([F:27])=[C:11]([NH:13][C:14](=[O:26])[CH2:15][C:16]4[CH:21]=[CH:20][CH:19]=[C:18]([C:22]([F:23])([F:24])[F:25])[CH:17]=4)[CH:12]=3)[CH:28]=[CH:29][C:2]=2[N:1]=1 |f:1.2|. Reported procedure: To a solution of N-[5-(4-amino-2-cyanophenoxy)-2-fluorophenyl]-2-[3-(trifluoromethyl)phenyl]acetamide (1.15 g, 2.68 mmol) in acetic acid (40 mL) was added potassium thiocyanate (1.22 g, 12.6 mmol), and the mixture was stirred at room temperature for 10 min. A solution of bromine (652 mg, 4.08 mmol) in acetic acid (6.5 mL) was added dropwise to the obtained solution over 10 min. After the completion of the dropwise addition, the mixture was stirred at room temperature for 12 hr. The reaction mixt...